From a dataset of the Open Reaction Database (ORD), a public repository of structured organic reaction records. describe an organic reaction: reactants, conditions, products, and yield The reactants are O\N=C(/C(=O)OCC)\C(CC)=O (ethyl 2-(Z)-hydroxyimino-3-oxopentanoate), S(=O)(=O)(Cl)Cl (sulfuryl chloride). Run in C(C)(=O)O (acetic acid). Reaction conditions: time 3 hour. Product: ClC(C(/C(/C(=O)OCC)=N/O)=O)C (ethyl 4-chloro-2-(Z)-hydroxyimino-3-oxopentanoate). RXN SMILES: [OH:1]/[N:2]=[C:3](/[C:9](=[O:12])[CH2:10][CH3:11])\[C:4]([O:6][CH2:7][CH3:8])=[O:5].S(Cl)([Cl:16])(=O)=O>C(O)(=O)C>[Cl:16][CH:10]([CH3:11])[C:9](=[O:12])/[C:3](=[N:2]/[OH:1])/[C:4]([O:6][CH2:7][CH3:8])=[O:5]. Reported procedure: A solution of ethyl 2-(Z)-hydroxyimino-3-oxopentanoate (10 g) in 10 ml of acetic acid was cooled to 0° C. and treated dropwise with sulfuryl chloride (5.3 ml). The mixture was stirred for 3 hours at room temperature and quenched by ice-water. The mixture was extracted with ethyl acetate, and the extracts were washed with brine and dried with magnesium sulfate. The solvent was removed under reduced pressure to afford ethyl 4-chloro-2-(Z)-hydroxyimino-3-oxopentanoate (11.97 g). The reactants are BrCC=1C(=NC2=CC(=C(C=C2C1C(=O)OC)S(=O)(=O)CC)OCC)C1=CC(=CC=C1)C(F)(F)F (methyl 3-(bromomethyl)-7-(ethyloxy)-6-(ethylsulfonyl)-2-[3-(trifluoromethyl)phenyl]-4-quinolinecarboxylate), N1CCC(CC1)N1CCOCC1 (4-(4-piperidinyl)morpholine). The solvent is C(C)#N (acetonitrile). Run at time 3 hour. Product: C(C)OC1=C(C=C2C(=C(C(=NC2=C1)C1=CC(=CC=C1)C(F)(F)F)CN1CCC(CC1)N1CCOCC1)C(=O)OC)S(=O)(=O)CC (methyl 7-(ethyloxy)-6-(ethylsulfonyl)-3-{[4-(4-morpholinyl)-1-piperidinyl]methyl}-2-[3-(trifluoromethyl)phenyl]-4-quinolinecarboxylate). The yield is 51.0%. RXN SMILES: Br[CH2:2][C:3]1[C:4]([C:25]2[CH:30]=[CH:29][CH:28]=[C:27]([C:31]([F:34])([F:33])[F:32])[CH:26]=2)=[N:5][C:6]2[C:11]([C:12]=1[C:13]([O:15][CH3:16])=[O:14])=[CH:10][C:9]([S:17]([CH2:20][CH3:21])(=[O:19])=[O:18])=[C:8]([O:22][CH2:23][CH3:24])[CH:7]=2.[NH:35]1[CH2:40][CH2:39][CH:38]([N:41]2[CH2:46][CH2:45][O:44][CH2:43][CH2:42]2)[CH2:37][CH2:36]1>C(#N)C>[CH2:23]([O:22][C:8]1[CH:7]=[C:6]2[C:11]([C:12]([C:13]([O:15][CH3:16])=[O:14])=[C:3]([CH2:2][N:35]3[CH2:40][CH2:39][CH:38]([N:41]4[CH2:46][CH2:45][O:44][CH2:43][CH2:42]4)[CH2:37][CH2:36]3)[C:4]([C:25]3[CH:30]=[CH:29][CH:28]=[C:27]([C:31]([F:32])([F:34])[F:33])[CH:26]=3)=[N:5]2)=[CH:10][C:9]=1[S:17]([CH2:20][CH3:21])(=[O:18])=[O:19])[CH3:24]. Procedure: A suspension of methyl 3-(bromomethyl)-7-(ethyloxy)-6-(ethylsulfonyl)-2-[3-(trifluoromethyl)phenyl]-4-quinolinecarboxylate (3.54 g, 6.31 mmol) and 4-(4-piperidinyl)morpholine (1.397 g, 8.20 mmol) in acetonitrile (30 mL) was stirred for 3 h. The solvent was removed under reduced pressure, and the residue was diluted with NaHCO3 and extracted with methylene chloride (three times). The combined organic extracts were washed with brine, dried over Na2SO4, filtered, and concentrated in vacuo. The resi... The reactants are C(C#CC)OC1=CC=C(C=C1)S(=O)(=O)N[C@@H](C(=O)NO)C1=CC=C(OCCNC(OC(C)(C)C)=O)C=C1 (tert-butyl 2-{4-[(1R)-1-({[4-(2-butynyloxy)phenyl]-sulfonyl}amino)-2-(hydroxyamino)-2-oxoethyl]phenoxy}ethylcarbamate), FC(C(=O)O)(F)F (trifluoroacetic acid). Solvent: ClCCl (dichloromethane). Reaction conditions: time 2 hour. The product is NCCOC1=CC=C(C=C1)[C@H](C(=O)OC)NS(=O)(=O)C1=CC=C(C=C1)OCC#CC (methyl(2R)-[4-(2-aminoethoxy)phenyl]({[4-(2-butynyloxy)phenyl]sulfonyl}amino)ethanoate). Reaction SMILES: [CH2:1]([O:5][C:6]1[CH:11]=[CH:10][C:9]([S:12]([NH:15][C@H:16]([C:21]2[CH:37]=[CH:36][C:24]([O:25][CH2:26][CH2:27][NH:28]C(=O)OC(C)(C)C)=[CH:23][CH:22]=2)[C:17](NO)=[O:18])(=[O:14])=[O:13])=[CH:8][CH:7]=1)[C:2]#[C:3][CH3:4].FC(F)(F)[C:40](O)=[O:41]>ClCCl>[NH2:28][CH2:27][CH2:26][O:25][C:24]1[CH:23]=[CH:22][C:21]([C@@H:16]([NH:15][S:12]([C:9]2[CH:10]=[CH:11][C:6]([O:5][CH2:1][C:2]#[C:3][CH3:4])=[CH:7][CH:8]=2)(=[O:14])=[O:13])[C:17]([O:41][CH3:40])=[O:18])=[CH:37][CH:36]=1. Reported procedure: To a solution of 0.300 g (0.564 mmol) of methyl (2R)-(4-{2-[(tert-butoxycarbonyl)amino]ethoxy}phenyl)({[4-(2-butynyloxy)phenyl]sulfonyl}-amino)ethanoate (from Example 199) in 1.5 mL of dichloromethane was added 1.5 mL of trifluoroacetic acid and the resulting mixture was stirred for 2 h at room temperature and then concentrated in vacuo. The residue was diluted with ethyl acetate and the organics were washed with saturated sodium bicarbonate solution, dried over sodium sulfate, filtered and conc... Starting materials: CS(=O)(=O)N (methanesulfonamide), ice water, [H-].[Na+] (sodium hydride), ClCC=1C=CC(=C(C1)C(C)=O)O (5'-(chloromethyl)-2'-hydroxyacetophenone), Cl (hydrochloric acid). Solvent: CS(=O)C (DMSO), CS(=O)C (DMSO), CS(=O)C (DMSO). Conditions: time 30 minute. Product: OC1=C(C=C(C=C1)CNS(=O)(=O)C)C(C)=O (2'-Hydroxy-5'-(methanesulfonamidomethyl)acetophenone). The yield is 12.3%. As a reaction SMILES: [H-].[Na+].[CH3:3][S:4]([NH2:7])(=[O:6])=[O:5].Cl[CH2:9][C:10]1[CH:11]=[CH:12][C:13]([OH:19])=[C:14]([C:16](=[O:18])[CH3:17])[CH:15]=1.Cl>CS(C)=O>[OH:19][C:13]1[CH:12]=[CH:11][C:10]([CH2:9][NH:7][S:4]([CH3:3])(=[O:6])=[O:5])=[CH:15][C:14]=1[C:16](=[O:18])[CH3:17] |f:0.1|. Reported procedure: To a mixture of sodium hydride (60% dispersion in mineral oil, 1.60 g, 40.0 mmol) in 25 mL DMSO under Argon was added dropwise a solution of methanesulfonamide (3.80 g, 40.0 mmol) in 10 mL DMSO. The resulting mixture was stirred 30 minutes and a solution of 5'-(chloromethyl)-2'-hydroxyacetophenone (3.69 g, 20.0 mmol) in 10 mL DMSO was added. The resulting mixture was stirred three hours, poured into 150 mL ice water, acidified with 14 mL 3N hydrochloric acid, and the mixture extracted with methy... The reactants are C[SiH](C)OCC(C1C(=O)NC1O[Si](C)(C)C)C(C)(C)C, CC(=O)OC(C)=O, CCOC(C)=O, CN(C)c1ccncc1, O. Yields the product CC(=O)OC1NC(=O)C1C(CO[SiH](C)C)C(C)(C)C. Reaction SMILES: [C:1]([CH3:2])([CH3:3])([CH3:4])[CH:5]([CH2:6][O:7][SiH:8]([CH3:9])[CH3:10])[CH:11]1[C:12](=[O:20])[NH:13][CH:14]1[O:15][Si:16]([CH3:17])([CH3:18])[CH3:19].[CH3:22][C:23](=[O:24])[O:25][C:26](=[O:27])[CH3:28].[CH3:29][CH2:30][O:31][C:32](=[O:33])[CH3:34].[CH3:35][N:36]([CH3:37])[c:38]1[cH:39][cH:40][n:41][cH:42][cH:43]1.[OH2:21]>>[C:1]([CH3:2])([CH3:3])([CH3:4])[CH:5]([CH2:6][O:7][SiH:8]([CH3:9])[CH3:10])[CH:11]1[C:12](=[O:20])[NH:13][CH:14]1[O:15][C:23]([CH3:22])=[O:24]. The reactants are FC(C(=O)O)(F)F (trifluoroacetic acid), C1CCC(CC1)N=C=NC2CCCCC2 (DCC), C(C1=CC=CC=C1)OC(=O)N1[C@H](C(=O)N2[C@@H](CCC2)C(CSC2=CC=CC=C2)O)CCC1 ((2S)-1-(N-Benzyloxycarbonyl-L-prolyl)-2-[1-hydroxy-2-(phenylthio)ethyl]pyrrolidine), C(C(=O)O)(=O)O (oxalic acid). The solvent is C1=CC=CC=C1 (benzene), N1=CC=CC=C1 (pyridine), O (Water), CS(=O)C (DMSO), CO (methanol), C(C)(=O)OCC (Ethyl acetate). Run at time 1 hour. The product is C(C1=CC=CC=C1)OC(=O)N1[C@H](C(=O)N2[C@@H](CCC2)C(CSC2=CC=CC=C2)=O)CCC1 ((2S)-1-(N-benzyloxycarbonyl-L-prolyl)-2-[(Phenylthio) acetyl]pyrrolidine). Yield: 79.0%. Reaction SMILES: [CH2:1]([O:8][C:9]([N:11]1[CH2:32][CH2:31][CH2:30][C@H:12]1[C:13]([N:15]1[CH2:19][CH2:18][CH2:17][C@H:16]1[CH:20]([OH:29])[CH2:21][S:22][C:23]1[CH:28]=[CH:27][CH:26]=[CH:25][CH:24]=1)=[O:14])=[O:10])[C:2]1[CH:7]=[CH:6][CH:5]=[CH:4][CH:3]=1.FC(F)(F)C(O)=O.C1CCC(N=C=NC2CCCCC2)CC1.C(O)(=O)C(O)=O>CS(C)=O.C1C=CC=CC=1.CO.O.C(OCC)(=O)C.N1C=CC=CC=1>[CH2:1]([O:8][C:9]([N:11]1[CH2:32][CH2:31][CH2:30][C@H:12]1[C:13]([N:15]1[CH2:19][CH2:18][CH2:17][C@H:16]1[C:20](=[O:29])[CH2:21][S:22][C:23]1[CH:28]=[CH:27][CH:26]=[CH:25][CH:24]=1)=[O:14])=[O:10])[C:2]1[CH:3]=[CH:4][CH:5]=[CH:6][CH:7]=1. Reported procedure: (2S)-1-(N-Benzyloxycarbonyl-L-prolyl)-2-[1-hydroxy-2-(phenylthio)ethyl]pyrrolidine (908 mg) was dissolved in DMSO (3 ml) and benzene (3 ml), and thereto were added pyridine (162 μl), trifluoroacetic acid (78 μl) and DCC (1.24 g) in order, and the mixture was stirred at room temperature for 1 hour. Ethyl acetate (50 ml) was added to the reaction mixture, and oxalic acid (540 mg) in methanol (5 ml) was added thereto, followed by stirring for 30 minutes. Water (50 ml) was added to the reaction mixt... Reactants: OOS(=O)[O-].[K+] (Oxone), C(CN(CC(=O)[O-])CC(=O)[O-])N(CC(=O)O)CC(=O)O.[Na+].[Na+] (disodium ethylenediaminetetraacetate), C([O-])([O-])=O.[K+].[K+] (potassium carbonate), solution, B([O-])([O-])[O-].B([O-])([O-])[O-].B([O-])([O-])[O-].B([O-])([O-])[O-].[Na+].[Na+].[Na+].[Na+].[Na+].[Na+].[Na+].[Na+].[Na+].[Na+].[Na+].[Na+] (sodium tetraborate), C(CN(CC(=O)[O-])CC(=O)[O-])N(CC(=O)O)CC(=O)O.[Na+].[Na+] (disodium ethylenediaminetetraacetate), 1,2, 4,5-di-O-isopropylidene-β-D-erythro-2,3-hexodiuro-2,6-pyranose, C(C1=CC=CC=C1)OC/C=C/C[C@H](C(=O)O)CC ((2R,4E)-6-Benzyloxy-2-ethylhex-4-enoic acid), COCOC (dimethoxymethane). Reagents/catalysts: S([O-])(O)(=O)=O.C(CCC)[N+](CCCC)(CCCC)CCCC (tetrabutylammonium bisulfate). Run in O (water), O (water), C(C)#N (acetonitrile). Run at time 10 minute. The product is C(C1=CC=CC=C1)OC[C@@H](O)[C@@H]1C[C@H](C(O1)=O)CC ((3R,5S)-5-[(R)-2-Benzyloxy-1-hydroxyethyl]-3-ethyldihydrofuran-2-one). Yield: 70.0%. RXN SMILES: B([O-])([O-])[O-].B([O-])([O-])[O-].B([O-])([O-])[O-].B([O-])([O-])[O-].[Na+].[Na+].[Na+].[Na+].[Na+].[Na+].[Na+].[Na+].[Na+].[Na+].[Na+].[Na+].C(N(CC(O)=O)CC(O)=O)CN(CC([O-])=O)CC([O-])=[O:34].[Na+].[Na+].[CH2:51]([O:58][CH2:59]/[CH:60]=[CH:61]/[CH2:62][C@@H:63]([CH2:67][CH3:68])[C:64]([OH:66])=[O:65])[C:52]1[CH:57]=[CH:56][CH:55]=[CH:54][CH:53]=1.COCOC.OOS([O-])=O.[K+].C(=O)([O-])[O-].[K+].[K+]>S(=O)(=O)(O)[O-].C([N+](CCCC)(CCCC)CCCC)CCC.O.C(#N)C>[CH2:51]([O:58][CH2:59][C@H:60]([C@H:61]1[O:65][C:64](=[O:66])[C@H:63]([CH2:67][CH3:68])[CH2:62]1)[OH:34])[C:52]1[CH:57]=[CH:56][CH:55]=[CH:54][CH:53]=1 |f:0.1.2.3.4.5.6.7.8.9.10.11.12.13.14.15,16.17.18,21.22,23.24.25,26.27|. Procedure details: 335 ml of a solution of a sodium tetraborate buffer solution (0.05 M) in a 0.4 mM disodium ethylenediaminetetraacetate aqueous solution, 0.503 g of tetrabutylammonium bisulfate (1.48 mmol) and 8.63 g of 1,2:4,5-di-O-isopropylidene-β-D-erythro-2,3-hexodiuro-2,6-pyranose (33.4 mmol) were added to 8.30 g of (2R,4E)-6-benzyloxy-2-ethylhex-4-enoic acid obtained in Example (106b) (33.5 mmol) in a mixed solvent of acetonitrile (167 ml) and dimethoxymethane (333 ml) at room temperature, and the mixture ... Starting materials: COC([C@@H](NC(=O)OC(C)(C)C)CC1=CC=C(C=C1)O)=O (N-Boc-L-tyrosine methyl ester), ClC=1C=NC=C(C1CCBr)Cl (3,5-dichloro-4-bromethyl pyridine), C([O-])([O-])=O.[Cs+].[Cs+] (caesium carbonate). Run in CN(C)C=O (DMF). Run at time 8 hour. Yields the product COC([C@@H](NC(=O)OC(C)(C)C)CC1=CC=C(C=C1)OCC1=C(C=NC=C1Cl)Cl)=O (N-Boc-O—(3,5-dichloroisonicotinyl)-L-tyrosine Methyl Ester). Isolated yield 97.4%. As a reaction SMILES: [CH3:1][O:2][C:3](=[O:21])[C@H:4]([CH2:13][C:14]1[CH:19]=[CH:18][C:17]([OH:20])=[CH:16][CH:15]=1)[NH:5][C:6]([O:8][C:9]([CH3:12])([CH3:11])[CH3:10])=[O:7].[Cl:22][C:23]1[CH:24]=[N:25][CH:26]=[C:27]([Cl:32])[C:28]=1[CH2:29]CBr.C(=O)([O-])[O-].[Cs+].[Cs+]>CN(C=O)C>[CH3:1][O:2][C:3](=[O:21])[C@H:4]([CH2:13][C:14]1[CH:19]=[CH:18][C:17]([O:20][CH2:29][C:28]2[C:27]([Cl:32])=[CH:26][N:25]=[CH:24][C:23]=2[Cl:22])=[CH:16][CH:15]=1)[NH:5][C:6]([O:8][C:9]([CH3:12])([CH3:10])[CH3:11])=[O:7] |f:2.3.4|. Procedure details: A mixture of N-Boc-L-tyrosine methyl ester (11.95 g, 40.57 mmol), 3,5-dichloro-4-bromethyl pyridine (see International Patent Application No. PCT/GB99/00589; 10.74 g, 44.56 mmol) and caesium carbonate (14.52 g, 44.56 mmol) in DMF (100 ml) was stirred at room temperature overnight. The solvent was removed in vacuo and the residue partitioned between ethyl acetate and aqueous NaHCO3. The organic layer was washed with citric acid (10%×2), aqueous NaHCO3 (×2) and brine, dried (MgSO4) and concentrate... Reactants: CC(C)CC(C(=O)NN)C(CC=Cc1ccccc1)C(=O)OC(C)(C)C, Cc1ccccc1, O=C1OC(=O)c2ccccc21. The product is CC(C)CC(C(=O)NN1C(=O)c2ccccc2C1=O)C(CC=Cc1ccccc1)C(=O)OC(C)(C)C. As a reaction SMILES: [C:1]([CH3:2])([CH3:3])([CH3:4])[O:5][C:6](=[O:7])[CH:8]([CH2:9][CH:10]=[CH:11][c:12]1[cH:13][cH:14][cH:15][cH:16][cH:17]1)[CH:18]([C:19](=[O:20])[NH:21][NH2:22])[CH2:23][CH:24]([CH3:25])[CH3:26].[CH3:38][c:39]1[cH:40][cH:41][cH:42][cH:43][cH:44]1.[O:27]=[C:28]1[O:29][C:30](=[O:31])[c:32]2[cH:33][cH:34][cH:35][cH:36][c:37]21>>[C:1]([CH3:2])([CH3:3])([CH3:4])[O:5][C:6](=[O:7])[CH:8]([CH2:9][CH:10]=[CH:11][c:12]1[cH:13][cH:14][cH:15][cH:16][cH:17]1)[CH:18]([C:19](=[O:20])[NH:21][N:22]1[C:28](=[O:27])[c:37]2[c:32]([cH:33][cH:34][cH:35][cH:36]2)[C:30]1=[O:29])[CH2:23][CH:24]([CH3:25])[CH3:26]. Starting materials: C(C)OC(=O)C=1C(=NC(=NC1C(C)C)N(S(=O)(=O)C)C)C1=CC=C(C=C1)F (Ethyl 2-(N-methyl-N-methanesulfonylamino)-4-(4-fluorophenyl)-6-isopropyl-pyrimidin-5-carboxylic acid), [H-].C(C(C)C)[Al+]CC(C)C (diisobutylaluminium hydride), O (water). Run in C1(=CC=CC=C1)C (toluene), C1(=CC=CC=C1)C (toluene). Reaction conditions: temperature -78 celsius, time 1 hour. The product is FC1=CC=C(C=C1)C1=NC(=NC(=C1CO)C(C)C)N(S(=O)(=O)C)C (N-[4-(4-fluorophenyl)-5-hydroxymethyl-6-isopropyl-pyrimidin-2-yl]-N-methyl-methanesulfonamide). Isolated yield 80.9%. Reaction SMILES: C([O:3][C:4]([C:6]1[C:7]([C:21]2[CH:26]=[CH:25][C:24]([F:27])=[CH:23][CH:22]=2)=[N:8][C:9]([N:15]([CH3:20])[S:16]([CH3:19])(=[O:18])=[O:17])=[N:10][C:11]=1[CH:12]([CH3:14])[CH3:13])=O)C.[H-].C([Al+]CC(C)C)C(C)C.O>C1(C)C=CC=CC=1>[F:27][C:24]1[CH:25]=[CH:26][C:21]([C:7]2[C:6]([CH2:4][OH:3])=[C:11]([CH:12]([CH3:14])[CH3:13])[N:10]=[C:9]([N:15]([CH3:20])[S:16]([CH3:19])(=[O:18])=[O:17])[N:8]=2)=[CH:22][CH:23]=1 |f:1.2|. Reported procedure: Ethyl 2-(N-methyl-N-methanesulfonylamino)-4-(4-fluorophenyl)-6-isopropyl-pyrimidin-5-carboxylic acid (100.0 g) and toluene (500.0 mL) were added to a reactor under nitrogen atmosphere. The reaction mixture was cooled to −78° C. A solution of diisobutylaluminium hydride in toluene (1.5 M, 200.0 mL) was slowly added thereto. The temperature of the reaction mixture was adjusted to 0° C. The reaction mixture was stirred for over 1 hour and then water (500.0 mL) was added thereto. The separated organ...